From a dataset of the Open Reaction Database (ORD), a public repository of structured organic reaction records. describe an organic reaction: reactants, conditions, products, and yield Reactants: FC(C(=O)O)(F)F (Trifluoroacetic acid), C(C)(C)(C)OC(NC1=CC(=NO1)C(CN(C)C(C)=O)(C)C)=O ({3-[2-(acetyl-methyl-amino)-1,1-dimethyl-ethyl]isoxazol-5-yl}-carbamic acid tert-butyl ester), FC(C(=O)O)(F)F (trifluoroacetic acid). Run in C(Cl)Cl (DCM), C(Cl)Cl (DCM). Conditions: time 1 hour. Yields the product NC1=CC(=NO1)C(CN(C(C)=O)C)(C)C (N-[2-(5-Amino-isoxazol-3-yl)-2-methyl-propyl]-N-methyl-acetamide). Isolated yield 47.3%. As a reaction SMILES: FC(F)(F)C(O)=O.C(OC(=O)[NH:14][C:15]1[O:19][N:18]=[C:17]([C:20]([CH3:28])([CH3:27])[CH2:21][N:22]([C:24](=[O:26])[CH3:25])[CH3:23])[CH:16]=1)(C)(C)C>C(Cl)Cl>[NH2:14][C:15]1[O:19][N:18]=[C:17]([C:20]([CH3:28])([CH3:27])[CH2:21][N:22]([CH3:23])[C:24](=[O:26])[CH3:25])[CH:16]=1. Reported procedure: Trifluoroacetic acid (0.108 mL, 1.4 mmol) is added to a solution of {3-[2-(acetyl-methyl-amino)-1,1-dimethyl-ethyl]isoxazol-5-yl}-carbamic acid tert-butyl ester (87.0 mg, 0.28 mmol) in DCM (1 mL). The reaction mixture is stirred at room temperature for 1 h. More trifluoroacetic acid (0.20 mL, 2.59 mmol) is added to the reaction mixture and the reaction mixture is stirred for another hour. After this time, the reaction mixture is diluted with DCM and quenched with saturated aqueous NaHCO3 solutio... The reactants are [N+](=O)([O-])C=1C=C(CN2C(=NC=C2)S)C=CC1OC (1-[3'-nitro-4'-methoxybenzyl]-2mercaptoimidazole), Cl (HCl). Solvent: [OH-].[Na+] (NaOH). Product: [N+](=O)([O-])C=1C=C(CN2C(=NC=C2)S)C=CC1O (1-(3-Nitro-4-hydroxybenzyl)-2-mercaptoimidazole). Isolated yield 0.1%. Reaction SMILES: [N+:1]([C:4]1[CH:5]=[C:6]([CH:14]=[CH:15][C:16]=1[O:17]C)[CH2:7][N:8]1[CH:12]=[CH:11][N:10]=[C:9]1[SH:13])([O-:3])=[O:2].Cl>[OH-].[Na+]>[N+:1]([C:4]1[CH:5]=[C:6]([CH:14]=[CH:15][C:16]=1[OH:17])[CH2:7][N:8]1[CH:12]=[CH:11][N:10]=[C:9]1[SH:13])([O-:3])=[O:2] |f:2.3|. Procedure: A solution of 1-[3'-nitro-4'-methoxybenzyl]-2mercaptoimidazole (1.59 g, 6.0 moles) in 10% aqueous NaOH (200 ml) was refluxed for two hours, cooled, acidified with concentrated HCl, cooled and filtered. The crystalline product was washed with water. Recrystallization from ethanol provided 1.25 g (80%) of product as yellow prisms: mp 225-227° (dec).